Dataset: the Open Reaction Database (ORD), a public repository of structured organic reaction records. Task: describe an organic reaction: reactants, conditions, products, and yield RXN SMILES: S.C([C:6]1[C:19]2[C:18](=[O:20])[C:17]3[C:12](=[CH:13][CH:14]=[CH:15][CH:16]=3)[C:11](=[O:21])[C:10]=2[CH:9]=[CH:8][CH:7]=1)(C)(C)C>>[CH:13]1[C:12]2[C:11](=[O:21])[C:10]3[C:19](=[CH:6][CH:7]=[CH:8][CH:9]=3)[C:18](=[O:20])[C:17]=2[CH:16]=[CH:15][CH:14]=1.[CH:15]1[CH:16]=[C:17]2[C:18]([OH:20])=[C:19]3[C:10](=[C:11]([OH:21])[C:12]2=[CH:13][CH:14]=1)[CH:9]=[CH:8][CH:7]=[CH:6]3. Yields the product C1=CC=CC=2C(C3=CC=CC=C3C(C12)=O)=O (anthraquinone), C1=CC=C2C(=C1)C(=C3C=CC=CC3=C2O)O (anthrahydroquinone). The reactants are S (H2S), S (H2S), C(C)(C)(C)C1=CC=CC=2C(C3=CC=CC=C3C(C12)=O)=O (t-butyl anthraquinone). Procedure details: H2S and t-butyl anthraquinone are dissolved in several solvents. They are then reacted in the H2S reactor at optimum conditions to determine which combination of reactants and solvents yields the greatest conversion of anthraquinone to anthrahydroquinone. The results are set forth in Table 1 below. The reactants are CO (methanol), [OH-].[Na+] (NaOH), solution, C(C(C)(C)C)(=O)OC[C@@H](OC(C)(C)C)C1=C(C2=C(N=C(S2)C2=CC(=NC=C2)C2=CC(=CC=C2)C2=NN=NN2)C=C1C)C1=CC=C(C=C1)Cl ((S)-2-(2-(2-(3-(1H-tetrazol-5-yl)phenyl)pyridin-4-yl)-7-(4-chlorophenyl)-5-methylbenzo[d]thiazol-6-yl)-2-tert-butoxyethyl pivalate). Solvent: C1CCOC1 (THF). Conditions: temperature 40 celsius. The product is N1N=NN=C1C=1C=C(C=CC1)C1=NC=CC(=C1)C=1SC2=C(N1)C=C(C(=C2C2=CC=C(C=C2)Cl)[C@@H](CO)OC(C)(C)C)C ((S)-2-(2-(2-(3-(1H-tetrazol-5-yl)phenyl)pyridin-4-yl)-7-(4-chlorophenyl)-5-methylbenzo[d]thiazol-6-yl)-2-tert-butoxyethanol). As a reaction SMILES: C([O:7][CH2:8][C@H:9]([C:15]1[C:40]([CH3:41])=[CH:39][C:18]2[N:19]=[C:20]([C:22]3[CH:27]=[CH:26][N:25]=[C:24]([C:28]4[CH:33]=[CH:32][CH:31]=[C:30]([C:34]5[NH:38][N:37]=[N:36][N:35]=5)[CH:29]=4)[CH:23]=3)[S:21][C:17]=2[C:16]=1[C:42]1[CH:47]=[CH:46][C:45]([Cl:48])=[CH:44][CH:43]=1)[O:10][C:11]([CH3:14])([CH3:13])[CH3:12])(=O)C(C)(C)C.CO.[OH-].[Na+]>C1COCC1>[NH:38]1[C:34]([C:30]2[CH:29]=[C:28]([C:24]3[CH:23]=[C:22]([C:20]4[S:21][C:17]5[C:16]([C:42]6[CH:47]=[CH:46][C:45]([Cl:48])=[CH:44][CH:43]=6)=[C:15]([C@H:9]([O:10][C:11]([CH3:13])([CH3:12])[CH3:14])[CH2:8][OH:7])[C:40]([CH3:41])=[CH:39][C:18]=5[N:19]=4)[CH:27]=[CH:26][N:25]=3)[CH:33]=[CH:32][CH:31]=2)=[N:35][N:36]=[N:37]1 |f:2.3|. Procedure details: To a solution of crude (S)-2-(2-(2-(3-(1H-tetrazol-5-yl)phenyl)pyridin-4-yl)-7-(4-chlorophenyl)-5-methylbenzo[d]thiazol-6-yl)-2-tert-butoxyethyl pivalate from the previous reaction (assume 0.027 mmol) in THF (0.4 mL) and methanol (0.4 mL) was added NaOH (0.4 mL of a 2N solution). The reaction mixture was heated at 40° C. for 2 h, cooled, quenched with NH4Cl (sat. aq.), and extracted with ethyl acetate. The combined organic layers were dried over Na2SO4 and concentrated to give the crude product ... Starting materials: [Na] (sodium), N1C(CCC1)=O (2-pyrrolidinone), ClC1=C(C(=C(C(=C1OC(C1=CC=C(C=C1)OC)=O)Cl)Cl)Cl)Cl (p-methoxybenzoic acid pentachlorophenyl ester). Run in CN(C=O)C (dimethylformamide), CN(C=O)C (dimethylformamide). Conditions: temperature 55 celsius, time 8 hour. Yields the product COC1=CC=C(C(=O)N2C(CCC2)=O)C=C1 (1-(p-methoxybenzoyl)-2-pyrrolidinone). As a reaction SMILES: [Na].[NH:2]1[CH2:6][CH2:5][CH2:4][C:3]1=[O:7].ClC1C([O:15][C:16](=O)[C:17]2[CH:22]=[CH:21][C:20]([O:23][CH3:24])=[CH:19][CH:18]=2)=C(Cl)C(Cl)=C(Cl)C=1Cl>CN(C)C=O>[CH3:24][O:23][C:20]1[CH:21]=[CH:22][C:17]([C:16]([N:2]2[CH2:6][CH2:5][CH2:4][C:3]2=[O:7])=[O:15])=[CH:18][CH:19]=1 |^1:0|. Reported procedure: 7.0 g. of the sodium salt of 2-pyrrolidinone (prepared using sodium hydride) suspended in 120 ml. of dimethylformamide are added at -10° C. to a solution of 20.0 g. of p-methoxybenzoic acid pentachlorophenyl ester in 100 ml. of dimethylformamide. Subsequently, the mixture is stirred at room temperature for 1 hour and at 55° C. for 8 hours. The solvent is evaporated, the residue is treated with cold aqueous acetic acid solution and the mixture is extracted with ethyl acetate. The organic phase is... Starting materials: O(C)C1=C(C=C2C=C(C(OC2=C1)C(F)(F)F)C(=O)OCC)C (ethyl 7-methoxyl-6-methyl-2-(trifluoromethyl)-2H-chromene-3-carboxylate), B(Br)(Br)Br (boron tribromide). Solvent: ClCCl (dichloromethane). Run at time 8 hour. Yields the product OC1=C(C=C2C=C(C(OC2=C1)C(F)(F)F)C(=O)OCC)C (ethyl 7-hydroxy-6-methyl-2-(trifluoromethyl)-2H-chromene-3-carboxylate). RXN SMILES: [O:1]([C:3]1[CH:12]=[C:11]2[C:6]([CH:7]=[C:8]([C:17]([O:19][CH2:20][CH3:21])=[O:18])[CH:9]([C:13]([F:16])([F:15])[F:14])[O:10]2)=[CH:5][C:4]=1[CH3:22])C.B(Br)(Br)Br>ClCCl>[OH:1][C:3]1[CH:12]=[C:11]2[C:6]([CH:7]=[C:8]([C:17]([O:19][CH2:20][CH3:21])=[O:18])[CH:9]([C:13]([F:16])([F:14])[F:15])[O:10]2)=[CH:5][C:4]=1[CH3:22]. Procedure: To the solution of ethyl 7-methoxyl-6-methyl-2-(trifluoromethyl)-2H-chromene-3-carboxylate (5.2 g, 16.4 mmol) in 30 mL of dry dichloromethane at −78° C. in a dry ice/acetone bath was added a solution of 1.0 M of boron tribromide (164 mL, 164 mmol) dropwise. After finishing adding, the dry ice/acetone bath was removed. The reaction was stirred at room temperature overnight. The reaction was then cooled to −78° C. in dry ice/acetone bath. 200 mL of ethanol was added dropwise. After finishing addit... Starting materials: BrC1=CC=C(C=N1)C(=O)N1CCN(CC1)C1=C(C#N)C=C(C=N1)C (2-[4-(6-bromopyridine-3-carbonyl)piperazin-1-yl]-5-methylnicotinonitrile), S1(NCCC1)(=O)=O (isothiazolidine 1,1-dioxide). Product: O=S1(N(CCC1)C1=CC=C(C=N1)C(=O)N1CCN(CC1)C1=C(C#N)C=C(C=N1)C)=O (2-[4-[6-(1,1-dioxo-1λ6-isothiazolidin-2-yl)pyridine-3-carbonyl]piperazin-1-yl]-5-methylnicotinonitrile). The yield is 68.8%. RXN SMILES: Br[C:2]1[N:7]=[CH:6][C:5]([C:8]([N:10]2[CH2:15][CH2:14][N:13]([C:16]3[N:23]=[CH:22][C:21]([CH3:24])=[CH:20][C:17]=3[C:18]#[N:19])[CH2:12][CH2:11]2)=[O:9])=[CH:4][CH:3]=1.[S:25]1(=[O:31])(=[O:30])[CH2:29][CH2:28][CH2:27][NH:26]1>>[O:30]=[S:25]1(=[O:31])[CH2:29][CH2:28][CH2:27][N:26]1[C:2]1[N:7]=[CH:6][C:5]([C:8]([N:10]2[CH2:15][CH2:14][N:13]([C:16]3[N:23]=[CH:22][C:21]([CH3:24])=[CH:20][C:17]=3[C:18]#[N:19])[CH2:12][CH2:11]2)=[O:9])=[CH:4][CH:3]=1. Procedure: Using 2-[4-(6-bromopyridine-3-carbonyl)piperazin-1-yl]-5-methylnicotinonitrile (150 mg) described in Preparation Example 184 and isothiazolidine 1,1-dioxide (71 mg) and by the reaction and treatment in the same manner as in Example 1, the title compound (114 mg) was obtained. Starting materials: C(C)(C)(C)OC(=O)N(C(=O)OC(C)(C)C)C(NCCC[C@@H](C(NCC(CNC(OC(C)(C)C)=O)O)=O)NC(=O)OCC1=CC=CC=C1)=N (di-tert-Butyl((6S)-6-{[(benzyloxy)carbonyl]amino}-10-hydroxy-15,15-dimethyl-7,13-dioxo-14-oxa-2,8,12-triazahexadecane-1-imidoyl)imidodicarbonate). The reagents and catalysts are [Pd] (palladium on activated carbon). Run in C(C)O (ethanol). Reaction conditions: time 12 hour. Yields the product C(C)(C)(C)OC(=O)N(C(=O)OC(C)(C)C)C(NCCC[C@H](N)C(=O)NCC(CNC(=O)OC(C)(C)C)O)=N (N5-[[bis(tert-Butoxycarbonyl)amino](imino)methyl]-N-{3-[(tert-butoxycarbonyl)amino]-2-hydroxypropyl}-L-ornithinamide). Reaction SMILES: [C:1]([O:5][C:6]([N:8]([C:16](=[NH:48])[NH:17][CH2:18][CH2:19][CH2:20][C@H:21]([NH:37]C(OCC1C=CC=CC=1)=O)[C:22](=[O:36])[NH:23][CH2:24][CH:25]([OH:35])[CH2:26][NH:27][C:28](=[O:34])[O:29][C:30]([CH3:33])([CH3:32])[CH3:31])[C:9]([O:11][C:12]([CH3:15])([CH3:14])[CH3:13])=[O:10])=[O:7])([CH3:4])([CH3:3])[CH3:2]>[Pd].C(O)C>[C:12]([O:11][C:9]([N:8]([C:16](=[NH:48])[NH:17][CH2:18][CH2:19][CH2:20][C@@H:21]([C:22]([NH:23][CH2:24][CH:25]([OH:35])[CH2:26][NH:27][C:28]([O:29][C:30]([CH3:33])([CH3:32])[CH3:31])=[O:34])=[O:36])[NH2:37])[C:6]([O:5][C:1]([CH3:2])([CH3:4])[CH3:3])=[O:7])=[O:10])([CH3:13])([CH3:14])[CH3:15]. Procedure details: 28 mg of palladium on activated carbon (10%) are added to a mixture of 0.182 g (0.27 mmol) of the compound from Example 256A in 10 ml of ethanol, and the mixture is then hydrogenated under atmospheric pressure for 12 h. The reaction mixture is filtered through kieselguhr, and the filtrate is concentrated in vacuo and dried under high vacuum. The crude product is reacted without further purification. The reactants are CCOC(=O)C(=NOC)C1=CSCCS1, [Na+], [OH-]. Yields the product CON=C(C(=O)O)C1=CSCCS1. Reaction SMILES: [CH3:1][O:2][N:3]=[C:4]([C:5](=[O:6])[O:7][CH2:8][CH3:9])[C:10]1=[CH:15][S:14][CH2:13][CH2:12][S:11]1.[Na+:17].[OH-:16]>>[CH3:1][O:2][N:3]=[C:4]([C:5](=[O:6])[OH:7])[C:10]1=[CH:15][S:14][CH2:13][CH2:12][S:11]1.